The task is: describe an organic reaction: reactants, conditions, products, and yield. This data is from the Open Reaction Database (ORD), a public repository of structured organic reaction records. The reactants are FC1=CC=C(CN2C(=CC=3C2=NC=C(N3)SC)C=O)C=C1 (5-(4-fluorobenzyl)-2-methylthio-5H-pyrrolo[2,3-b]pyrazine-6-carbaldehyde), [C-]#N.[Na+] (sodium cyanide), CO (methanol). The reagents and catalysts are [O-2].[O-2].[Mn+4] (manganese dioxide). Conditions: temperature 22.5 celsius, time 15 hour. The product is COC(=O)C1=CC=2C(=NC=C(N2)SC)N1CC1=CC=C(C=C1)F (5-(4-fluorobenzyl)-2-methylthio-5H-pyrrolo[2,3-b]pyrazine-6-carboxylic acid methyl ester). Isolated yield 66.4%. RXN SMILES: [F:1][C:2]1[CH:21]=[CH:20][C:5]([CH2:6][N:7]2C3=N[CH:13]=[C:14]([S:16][CH3:17])[N:15]=[C:10]3[CH:9]=[C:8]2[CH:18]=[O:19])=[CH:4][CH:3]=1.[C-:22]#[N:23].[Na+].[CH3:25][OH:26]>[O-2].[O-2].[Mn+4]>[CH3:25][O:26][C:18]([C:8]1[N:7]([CH2:6][C:5]2[CH:4]=[CH:3][C:2]([F:1])=[CH:21][CH:20]=2)[C:22]2=[N:23][CH:13]=[C:14]([S:16][CH3:17])[N:15]=[C:10]2[CH:9]=1)=[O:19] |f:1.2,4.5.6|. Procedure: To the compound obtained in Example 34 (6) (15 mg), methanol (2.8 ml), manganese dioxide (22 mg) and sodium cyanide (13 mg) were added at 0° C. and the mixture was stirred at 15 to 30° C. for 15 hours. The reaction solution was then filtered through Celite, extracted with chloroform, washed with water, dried over magnesium sulfate and concentrated under reduced pressure. The resulting residue was separated using silica gel preparative thin-layer chromatography (chloroform:methanol=100:1) to obta... Starting materials: ClC=1C(=NC=NC1Cl)N (5,6-dichloropyrimidin-4-amine), NCC1CC2CCC(C1)N2C(=O)OC(C)(C)C (tert-butyl 3-(aminomethyl)-8-azabicyclo[3.2.1]octane-8-carboxylate), O(C1=CC=CC=C1)C1=CC=C(C=C1)B(O)O ((4-phenoxyphenyl)boronic acid), C(C#C)(=O)O (propiolic acid). Yields the product NC1=C(C(=NC=N1)NCC1CC2CCC(C1)N2C(C#C)=O)C2=CC=C(C=C2)OC2=CC=CC=C2 (1-(3-(((6-amino-5-(4-phenoxyphenyl)pyrimidin-4-yl)amino)methyl)-8-azabicyclo[3.2.1]octan-8-yl)prop-2-yn-1-one). As a reaction SMILES: Cl[C:2]1[C:3]([NH2:9])=[N:4][CH:5]=[N:6][C:7]=1Cl.[NH2:10][CH2:11][CH:12]1[CH2:18][CH:17]2[N:19]([C:20]([O:22]C(C)(C)C)=O)[CH:14]([CH2:15][CH2:16]2)[CH2:13]1.[O:27]([C:34]1[CH:39]=[CH:38][C:37](B(O)O)=[CH:36][CH:35]=1)[C:28]1[CH:33]=[CH:32][CH:31]=[CH:30][CH:29]=1.[C:43](O)(=O)[C:44]#C>>[NH2:9][C:3]1[N:4]=[CH:5][N:6]=[C:7]([NH:10][CH2:11][CH:12]2[CH2:13][CH:14]3[N:19]([C:20](=[O:22])[C:43]#[CH:44])[CH:17]([CH2:16][CH2:15]3)[CH2:18]2)[C:2]=1[C:31]1[CH:32]=[CH:33][C:28]([O:27][C:34]2[CH:39]=[CH:38][CH:37]=[CH:36][CH:35]=2)=[CH:29][CH:30]=1. Reported procedure: 1-(3-(((6-amino-5-(4-phenoxyphenyl)pyrimidin-4-yl)amino)methyl)-8-azabicyclo[3.2.1]octan-8-yl)prop-2-yn-1-one was prepared from 5,6-dichloropyrimidin-4-amine, tert-butyl 3-(aminomethyl)-8-azabicyclo[3.2.1]octane-8-carboxylate, (4-phenoxyphenyl)boronic acid, and propiolic acid using methods B, C, D, and E. HPLC purity: 96%. MS: m/z=454 [M+H]+.